From a dataset of the Open Reaction Database (ORD), a public repository of structured organic reaction records. describe an organic reaction: reactants, conditions, products, and yield Reactants: CC(C)(C)O, CCN1CCN(CC(=O)NC2(c3ccc(Cl)cc3)C(=O)Nc3cc(C#N)cc(C(F)(F)F)c32)CC1, [K+], [OH-]. Product: CCN1CCN(CC(=O)NC2(c3ccc(Cl)cc3)C(=O)Nc3cc(C(N)=O)cc(C(F)(F)F)c32)CC1. RXN SMILES: [C:38]([OH:39])([CH3:40])([CH3:41])[CH3:42].[F:1][C:2]([c:3]1[c:4]2[c:8]([cH:9][c:10]([C:12]#[N:13])[cH:11]1)[NH:7][C:6](=[O:14])[C:5]2([c:15]1[cH:16][cH:17][c:18]([Cl:21])[cH:19][cH:20]1)[NH:22][C:23]([CH2:24][N:25]1[CH2:26][CH2:27][N:28]([CH2:31][CH3:32])[CH2:29][CH2:30]1)=[O:33])([F:34])[F:35].[K+:37].[OH-:36]>>[F:1][C:2]([c:3]1[c:4]2[c:8]([cH:9][c:10]([C:12]([NH2:13])=[O:36])[cH:11]1)[NH:7][C:6](=[O:14])[C:5]2([c:15]1[cH:16][cH:17][c:18]([Cl:21])[cH:19][cH:20]1)[NH:22][C:23]([CH2:24][N:25]1[CH2:26][CH2:27][N:28]([CH2:31][CH3:32])[CH2:29][CH2:30]1)=[O:33])([F:34])[F:35]. Reactants: CSC(=N)N, [H-], NCCCCCO, [Na+], C1CCOC1. Product: N=C(N)OCCCCCN. As a reaction SMILES: [CH3:1][S:2][C:3]([NH2:4])=[NH:5].[H-:13].[NH2:6][CH2:7][CH2:8][CH2:9][CH2:10][CH2:11][OH:12].[Na+:14].[O:15]1[CH2:16][CH2:17][CH2:18][CH2:19]1>>[C:3]([NH2:4])(=[NH:5])[O:12][CH2:11][CH2:10][CH2:9][CH2:8][CH2:7][NH2:6]. Reactants: Cl (hydrogen chloride), C([O-])([O-])=O.[K+].[K+] (Potassium carbonate), ClC=1C=C(C(=O)OC)C=CN1 (methyl 2-chloroisonicotinate), CC1=C(C=CC(=C1)C(F)(F)F)B(O)O (2-methyl-4-(trifluoromethyl)phenylboronic acid). The reagents and catalysts are Cl[Pd]Cl (PdCl2). Run in CO (MeOH), C(Cl)Cl (DCM). Run at temperature 100 celsius. The product is Cl.CC1=C(C=CC(=C1)C(F)(F)F)C=1C=C(C(=O)OC)C=CN1 (methyl 2-(2-methyl-4-(trifluoromethyl)phenyl)isonicotinate hydrochloride). Isolated yield 86.1%. As a reaction SMILES: C(=O)([O-])[O-].[K+].[K+].[Cl:7][C:8]1[CH:9]=[C:10]([CH:15]=[CH:16][N:17]=1)[C:11]([O:13][CH3:14])=[O:12].[CH3:18][C:19]1[CH:24]=[C:23]([C:25]([F:28])([F:27])[F:26])[CH:22]=[CH:21][C:20]=1B(O)O.Cl>C(Cl)Cl.Cl[Pd]Cl.CO>[ClH:7].[CH3:18][C:19]1[CH:24]=[C:23]([C:25]([F:26])([F:27])[F:28])[CH:22]=[CH:21][C:20]=1[C:8]1[CH:9]=[C:10]([CH:15]=[CH:16][N:17]=1)[C:11]([O:13][CH3:14])=[O:12] |f:0.1.2,9.10|. Procedure details: Potassium carbonate (2.66 g, 19.23 mmol), methyl 2-chloroisonicotinate (5.5 g, 32.05 mmol), 2-methyl-4-(trifluoromethyl)phenylboronic acid (8.50 g, 41.67 mmol), PdCl2 (dppf) (0.696 g, 0.96 mmol), and MeOH (50.3 mL) were split into three microwave vials and heated in a single node microwave reactor to 100° C. for 20 min. Diluted with DCM, filtered and evaporated. Purified by flash chromatography using 5% EtOAc in heptane ->20% EtOAc over 10 CV at 280 nm. The residue was dissolved in ether and hyd... Starting materials: ClC=1C=CC2=C(C1)C1(NCCN1)S2 (4-chlorobenzothietane-2-spiro-2'-imidazolidine), ClC1=C(CCl)C=C(C=C1)Cl (2,5-dichlorobenzyl chloride). Solvent: CO (methanol). Yields the product Cl.ClC1=C(CSC2=C(C=C(C=C2)Cl)C=2NCCN2)C=C(C=C1)Cl (2-[2'-(2",5"-dichlorobenzylthio)-5'-chlorophenyl]-imidazoline hydrochloride). RXN SMILES: [Cl:1][C:2]1[CH:3]=[CH:4][C:5]2[S:13][C:8]3([NH:12][CH2:11][CH2:10][NH:9]3)[C:6]=2[CH:7]=1.[Cl:14][C:15]1[CH:22]=[CH:21][C:20]([Cl:23])=[CH:19][C:16]=1[CH2:17]Cl>CO>[ClH:1].[Cl:14][C:15]1[CH:22]=[CH:21][C:20]([Cl:23])=[CH:19][C:16]=1[CH2:17][S:13][C:5]1[CH:4]=[CH:3][C:2]([Cl:1])=[CH:7][C:6]=1[C:8]1[NH:12][CH2:11][CH2:10][N:9]=1 |f:3.4|. Reported procedure: 32 Parts of 4-chlorobenzothietane-2-spiro-2'-imidazolidine is reacted as described in Example 11 with 29.5 parts of 2,5-dichlorobenzyl chloride in 300 parts of methanol. The yield is 53 parts (86% of theory) and the melting point is 260° C. with decomposition. Reactants: Cl (hydrochloric acid), NC(P(O)(=O)O)P(O)(=O)O (aminomethane diphosphonic acid), C(C=C)(=O)O (acrylic acid), [OH-].[Na+] (sodium hydroxide), C(C=C)(=O)O (acrylic acid). Solvent: O (water), O (water). Run at time 30 minute. Product: C(=O)(O)CCNC(P(O)(=O)O)P(O)(=O)O (N-(2-carboxy ethyl) amino methane diphosphonic acid). Yield: 78.0%. RXN SMILES: [NH2:1][CH:2]([P:7]([OH:10])(=[O:9])[OH:8])[P:3]([OH:6])(=[O:5])[OH:4].[OH-].[Na+].[C:13]([OH:17])(=[O:16])[CH:14]=[CH2:15].Cl>O>[C:13]([CH2:14][CH2:15][NH:1][CH:2]([P:7]([OH:10])(=[O:8])[OH:9])[P:3]([OH:6])(=[O:4])[OH:5])([OH:17])=[O:16] |f:1.2|. Reported procedure: 47.8 g. of aminomethane diphosphonic acid and 50 g. of sodium hydroxide are dissolved in 200 cc. of water. 19 g. Of acrylic acid dissolved in 50 cc. of water are added drop by drop thereto at a temperature between 20° C. and 40° C. while stirring vigorously. After the acrylic acid solution has been added, the reaction mixture is kept at a temperature of 90° C. for 30 minutes and is then neutralized with dilute hydrochloric acid. The neutralized solution is passed through a cation exchange agent ... Reactants: C1CCOC1, CCOC(C)=O, CN(C)Cc1cccc(Nc2nccc(-c3c(-c4ccc(F)c(N)c4)nn4ccccc34)n2)c1, O=C(Cl)Cc1cccs1. Yields the product CN(C)Cc1cccc(Nc2nccc(-c3c(-c4ccc(F)c(NC(=O)Cc5cccs5)c4)nn4ccccc34)n2)c1. As a reaction SMILES: [CH2:44]1[O:45][CH2:46][CH2:47][CH2:48]1.[CH3:49][CH2:50][O:51][C:52]([CH3:53])=[O:54].[NH2:1][c:2]1[cH:3][c:4](-[c:9]2[n:10][n:11]3[c:12]([cH:13][cH:14][cH:15][cH:16]3)[c:17]2-[c:18]2[n:19][c:20]([NH:24][c:25]3[cH:26][c:27]([CH2:31][N:32]([CH3:33])[CH3:34])[cH:28][cH:29][cH:30]3)[n:21][cH:22][cH:23]2)[cH:5][cH:6][c:7]1[F:8].[s:35]1[c:36]([CH2:40][C:41](=[O:42])[Cl:43])[cH:37][cH:38][cH:39]1>>[NH:1]([c:2]1[cH:3][c:4](-[c:9]2[n:10][n:11]3[c:12]([cH:13][cH:14][cH:15][cH:16]3)[c:17]2-[c:18]2[n:19][c:20]([NH:24][c:25]3[cH:26][c:27]([CH2:31][N:32]([CH3:33])[CH3:34])[cH:28][cH:29][cH:30]3)[n:21][cH:22][cH:23]2)[cH:5][cH:6][c:7]1[F:8])[C:41]([CH2:40][c:36]1[s:35][cH:39][cH:38][cH:37]1)=[O:42]. The reactants are C(C(C)(C)C)(=O)OC[C@H](C=1C(=C2C=CC(=NC2=CC1C)OS(=O)(=O)C(F)(F)F)C1=CC=C(C=C1)Cl)OC(C)(C)C ((S)-2-tert-butoxy-2-(5-(4-chlorophenyl)-7-methyl-2-(trifluoromethylsulfonyloxy)quinolin-6-yl)ethyl pivalate), C(C(C)(C)C)(=O)OC[C@H](C=1C(=C2C=CC(=NC2=CC1C)OS(=O)(=O)C(F)(F)F)C1=CC=C(C=C1)Cl)OC(C)(C)C ((S)-2-tert-butoxy-2-(5-(4-chlorophenyl)-7-methyl-2-(trifluoromethylsulfonyloxy)quinolin-6-yl)ethyl pivalate), [N-]=[N+]=[N-].[Na+] (sodium azide). Solvent: CN(C)C=O (DMF), C(C)(=O)OCC (ethyl acetate). Reaction conditions: temperature 90 celsius. The product is C(C(C)(C)C)(=O)OC[C@H](C=1C(=C2C=CC=3N(C2=CC1C)N=NN3)C3=CC=C(C=C3)Cl)OC(C)(C)C ((S)-2-tert-butoxy-2-(6-(4-chlorophenyl)-8-methyltetrazolo[1,5-a]quinolin-7-yl)ethyl pivalate). The yield is 23.9%. Reaction SMILES: [C:1]([O:7][CH2:8][C@@H:9]([O:36][C:37]([CH3:40])([CH3:39])[CH3:38])[C:10]1[C:11]([C:29]2[CH:34]=[CH:33][C:32]([Cl:35])=[CH:31][CH:30]=2)=[C:12]2[C:17](=[CH:18][C:19]=1[CH3:20])[N:16]=[C:15](OS(C(F)(F)F)(=O)=O)[CH:14]=[CH:13]2)(=[O:6])[C:2]([CH3:5])([CH3:4])[CH3:3].[N-:41]=[N+:42]=[N-:43].[Na+]>CN(C=O)C.C(OCC)(=O)C>[C:1]([O:7][CH2:8][C@@H:9]([O:36][C:37]([CH3:39])([CH3:40])[CH3:38])[C:10]1[C:11]([C:29]2[CH:30]=[CH:31][C:32]([Cl:35])=[CH:33][CH:34]=2)=[C:12]2[C:17](=[CH:18][C:19]=1[CH3:20])[N:16]1[N:41]=[N:42][N:43]=[C:15]1[CH:14]=[CH:13]2)(=[O:6])[C:2]([CH3:5])([CH3:4])[CH3:3] |f:1.2|. Procedure details: The mixture of (S)-2-tert-butoxy-2-(5-(4-chlorophenyl)-7-methyl-2-(trifluoromethylsulfonyloxy)quinolin-6-yl)ethyl pivalate (compound of Example 26)(30 mg) and sodium azide (32 mg) in DMF (1 mL) was heated at 90° C. for 4 hours. The mixture was diluted with ethyl acetate, and washed with water and brine, and dried with sodium sulfate. Concentration and purification by flash column chromatography (hexanes/EtOAc) gave (S)-2-tert-butoxy-2-(6-(4-chlorophenyl)-8-methyltetrazolo[1,5-a]quinolin-7-yl)eth... Starting materials: COC=1C=C(C(=O)NCCC2=CC=C(C=C2)C2=CC=C(C=C2)O)C=CC1OC (4-[2-(3,4-dimethoxy-benzamido)-ethyl]-4'-hydroxy-biphenyl), BrC(C(=O)OCC)(C)C (ethyl 2-bromo-2-methyl-propionate). Product: CC(C(=O)OCC)(C)OC1=CC=C(C=C1)C1=CC=C(C=C1)CCNC(C1=CC(=C(C=C1)OC)OC)=O (Ethyl 2-methyl-2-{4-[2-(3,4-dimethoxy-benzamido)-ethyl]-biphenyl-4'-oxy}-propionate). Yield: 22.0%. Reaction SMILES: [CH3:1][O:2][C:3]1[CH:4]=[C:5]([CH:24]=[CH:25][C:26]=1[O:27][CH3:28])[C:6]([NH:8][CH2:9][CH2:10][C:11]1[CH:16]=[CH:15][C:14]([C:17]2[CH:22]=[CH:21][C:20]([OH:23])=[CH:19][CH:18]=2)=[CH:13][CH:12]=1)=[O:7].Br[C:30]([CH3:37])([CH3:36])[C:31]([O:33][CH2:34][CH3:35])=[O:32]>>[CH3:36][C:30]([O:23][C:20]1[CH:21]=[CH:22][C:17]([C:14]2[CH:13]=[CH:12][C:11]([CH2:10][CH2:9][NH:8][C:6](=[O:7])[C:5]3[CH:24]=[CH:25][C:26]([O:27][CH3:28])=[C:3]([O:2][CH3:1])[CH:4]=3)=[CH:16][CH:15]=2)=[CH:18][CH:19]=1)([CH3:37])[C:31]([O:33][CH2:34][CH3:35])=[O:32]. Procedure: Ethyl 2-methyl-2-{4-[2-(3,4-dimethoxy-benzamido)-ethyl]-biphenyl-4'-oxy}-propionate was prepared from 4-[2-(3,4-dimethoxy-benzamido)-ethyl]-4'-hydroxy-biphenyl and ethyl 2-bromo-2-methyl-propionate analogous to Example 31. Yield: 22% of theory; m.p. 118° C. The product is CCOc1cc(OC(C)C)c(F)c(C(Nc2ccc(-c3noc(C)n3)cc2)c2nc(-c3ccccc3C(C)O)cn2C(c2ccccc2)(c2ccccc2)c2ccccc2)c1. Starting materials: [BH4-], CCOc1cc(OC(C)C)c(F)c(C(Nc2ccc(-c3noc(C)n3)cc2)c2nc(-c3ccccc3C(C)=O)cn2C(c2ccccc2)(c2ccccc2)c2ccccc2)c1, CO, [Na+]. RXN SMILES: [BH4-:62].[CH2:1]([CH3:2])[O:3][c:4]1[cH:5][c:6]([O:58][CH:59]([CH3:60])[CH3:61])[c:7]([F:57])[c:8]([CH:10]([c:11]2[n:12]([C:25]([c:26]3[cH:27][cH:28][cH:29][cH:30][cH:31]3)([c:32]3[cH:33][cH:34][cH:35][cH:36][cH:37]3)[c:38]3[cH:39][cH:40][cH:41][cH:42][cH:43]3)[cH:13][c:14](-[c:16]3[c:17]([C:22]([CH3:23])=[O:24])[cH:18][cH:19][cH:20][cH:21]3)[n:15]2)[NH:44][c:45]2[cH:46][cH:47][c:48](-[c:51]3[n:52][o:53][c:54]([CH3:56])[n:55]3)[cH:49][cH:50]2)[cH:9]1.[CH3:64][OH:65].[Na+:63]>>[CH2:1]([CH3:2])[O:3][c:4]1[cH:5][c:6]([O:58][CH:59]([CH3:60])[CH3:61])[c:7]([F:57])[c:8]([CH:10]([c:11]2[n:12]([C:25]([c:26]3[cH:27][cH:28][cH:29][cH:30][cH:31]3)([c:32]3[cH:33][cH:34][cH:35][cH:36][cH:37]3)[c:38]3[cH:39][cH:40][cH:41][cH:42][cH:43]3)[cH:13][c:14](-[c:16]3[c:17]([CH:22]([CH3:23])[OH:24])[cH:18][cH:19][cH:20][cH:21]3)[n:15]2)[NH:44][c:45]2[cH:46][cH:47][c:48](-[c:51]3[n:52][o:53][c:54]([CH3:56])[n:55]3)[cH:49][cH:50]2)[cH:9]1.